From a dataset of the Open Reaction Database (ORD), a public repository of structured organic reaction records. describe an organic reaction: reactants, conditions, products, and yield Reactants: C(C)(C)(C)N1N=CC(=C(C1=O)Cl)Cl (2-tert.-butyl-4,5-dichloro-3(2H)-pyridazinone), [SH-].[Na+] (sodium hydrosulfide). The solvent is O (water). Reaction conditions: temperature 60 celsius, time 4 hour. The product is C(C)(C)(C)N1N=CC(=C(C1=O)Cl)S (2-tert.-butyl-4-chloro-5-mercapto-3(2H)-pyridazinone). The yield is 81.5%. Reaction SMILES: [C:1]([N:5]1[C:10](=[O:11])[C:9]([Cl:12])=[C:8](Cl)[CH:7]=[N:6]1)([CH3:4])([CH3:3])[CH3:2].[SH-:14].[Na+]>O>[C:1]([N:5]1[C:10](=[O:11])[C:9]([Cl:12])=[C:8]([SH:14])[CH:7]=[N:6]1)([CH3:4])([CH3:3])[CH3:2] |f:1.2|. Procedure: To 560 ml of water were added 66.3 g of 2-tert.-butyl-4,5-dichloro-3(2H)-pyridazinone and 48.0 g of 70% sodium hydrosulfide. After stirring at 60° C. for 4 hours activated carbon was added thereto. The resulting mixture was allowed to cool and then filtered. Concentrated hydrochloric acid was added to the resulting filtrate until the pH thereof was lowered to 2 or less. The resulting solid was filtered off, washed with water, dried and then recrystallized from a mixed solvent of benzene and n-he... Starting materials: ClC1=NC(=CC2=CC(=CC=C12)OC)NC1=NNC=C1 ((1-chloro-6-methoxy-isoquinolin-3-yl)-(1H-pyrazol-3-yl)-amine), N1=CC=C(C=C1)B(O)O (4-pyridinylboronic acid). The product is COC=1C=C2C=C(N=C(C2=CC1)C1=CC=NC=C1)NC1=NNC=C1 ((6-methoxy-1-pyridin-4-yl-isoquinolin-3-yl)-(1H-pyrazol-3-yl)-amine). RXN SMILES: Cl[C:2]1[C:11]2[C:6](=[CH:7][C:8]([O:12][CH3:13])=[CH:9][CH:10]=2)[CH:5]=[C:4]([NH:14][C:15]2[CH:19]=[CH:18][NH:17][N:16]=2)[N:3]=1.[N:20]1[CH:25]=[CH:24][C:23](B(O)O)=[CH:22][CH:21]=1>>[CH3:13][O:12][C:8]1[CH:7]=[C:6]2[C:11](=[CH:10][CH:9]=1)[C:2]([C:23]1[CH:24]=[CH:25][N:20]=[CH:21][CH:22]=1)=[N:3][C:4]([NH:14][C:15]1[CH:19]=[CH:18][NH:17][N:16]=1)=[CH:5]2. Reported procedure: Similar procedure as described in example 131 was used, starting from (1-chloro-6-methoxy-isoquinolin-3-yl)-(1H-pyrazol-3-yl)-amine and 4-pyridinylboronic acid to give (6-methoxy-1-pyridin-4-yl-isoquinolin-3-yl)-(1H-pyrazol-3-yl)-amine. LC-MS m/e 318(MH+). The product is C(C)OC(C[C@H](C1=CC=CC=C1)N1C(NC=2C1=NC(=CC2)C#N)=O)=O ((R)-3-(5-Cyano-2-oxo-1,2-dihydro-imidazo[4,5-b]pyridin-3-yl)-3-phenyl-propionic acid ethyl ester). Starting materials: C(C)OC(C[C@H](C1=CC=CC=C1)NC1=NC(=CC=C1N)C#N)=O ((R)-3-(3-amino-6-cyano-pyridin-2-ylamino)-3-phenyl-propionic acid ethyl ester), C1=CN(C=N1)C(=O)N2C=CN=C2 (CDI), C1CCC2=NCCCN2CC1 (DBU). Run in C1CCOC1 (THF). Procedure: To a stirred solution of (R)-3-(3-amino-6-cyano-pyridin-2-ylamino)-3-phenyl-propionic acid ethyl ester (600 mg, 1.93 mmol) in THF (20 ml) was added CDI (630 mg, 3.87 mmol) and DBU (0.12 ml, 0.77 mmol). The resulting solution was stirred at room temperature for 18 hours after which time the reaction appeared complete. Added silica gel and concentrated. The remaining solid was purified via silica gel flash column chromatography (Companion, 12 g silica gel, 30-60% EtOAc/hexanes) to give 120 mg (19%... The yield is 18.5%. RXN SMILES: [CH2:1]([O:3][C:4](=[O:23])[CH2:5][C@@H:6]([NH:13][C:14]1[C:19]([NH2:20])=[CH:18][CH:17]=[C:16]([C:21]#[N:22])[N:15]=1)[C:7]1[CH:12]=[CH:11][CH:10]=[CH:9][CH:8]=1)[CH3:2].C1N=CN([C:29](N2C=NC=C2)=[O:30])C=1.C1CCN2C(=NCCC2)CC1>C1COCC1>[CH2:1]([O:3][C:4](=[O:23])[CH2:5][C@@H:6]([N:13]1[C:14]2=[N:15][C:16]([C:21]#[N:22])=[CH:17][CH:18]=[C:19]2[NH:20][C:29]1=[O:30])[C:7]1[CH:8]=[CH:9][CH:10]=[CH:11][CH:12]=1)[CH3:2]. Run at time 18 hour. The reactants are Cc1cc(Br)cc([N+](=O)[O-])c1N, CC(=O)N1CCNCC1, CC(C)(C)P(C(C)(C)C)C(C)(C)C, CC(=O)[O-], CC(=O)[O-], CC(C)(C)[O-], Cc1ccccc1, CCOC(C)=O, [Na+], [Pd+2]. Product: CC(=O)N1CCN(c2cc(C)c(N)c([N+](=O)[O-])c2)CC1. RXN SMILES: [Br:1][c:2]1[cH:3][c:4]([CH3:12])[c:5]([NH2:11])[c:6]([N+:8](=[O:9])[O-:10])[cH:7]1.[C:13]([CH3:14])(=[O:15])[N:16]1[CH2:17][CH2:18][NH:19][CH2:20][CH2:21]1.[C:22]([P:23]([C:24]([CH3:25])([CH3:26])[CH3:27])[C:28]([CH3:29])([CH3:30])[CH3:31])([CH3:32])([CH3:33])[CH3:34].[C:54]([O-:55])(=[O:56])[CH3:57].[C:59]([O-:60])(=[O:61])[CH3:62].[CH3:35][C:36]([CH3:37])([O-:38])[CH3:39].[CH3:41][c:42]1[cH:43][cH:44][cH:45][cH:46][cH:47]1.[CH3:48][CH2:49][O:50][C:51]([CH3:52])=[O:53].[Na+:40].[Pd+2:58]>>[c:2]1([N:19]2[CH2:18][CH2:17][N:16]([C:13]([CH3:14])=[O:15])[CH2:21][CH2:20]2)[cH:3][c:4]([CH3:12])[c:5]([NH2:11])[c:6]([N+:8](=[O:9])[O-:10])[cH:7]1. The reactants are CC(C)Br, CN(C)C=O, [H-], [Na+], CC(C)N1CCN(C(=O)c2ccc3[nH]c(C(=O)N4CCS(=O)(=O)CC4)cc3c2)CC1. Yields the product CC(C)N1CCN(C(=O)c2ccc3c(c2)cc(C(=O)N2CCS(=O)(=O)CC2)n3C(C)C)CC1. As a reaction SMILES: [Br:33][CH:34]([CH3:35])[CH3:36].[CH3:37][N:38]([CH3:39])[CH:40]=[O:41].[H-:31].[Na+:32].[O:1]=[S:2]1(=[O:30])[CH2:3][CH2:4][N:5]([C:8](=[O:9])[c:10]2[nH:11][c:12]3[cH:13][cH:14][c:15]([C:19](=[O:20])[N:21]4[CH2:22][CH2:23][N:24]([CH:27]([CH3:28])[CH3:29])[CH2:25][CH2:26]4)[cH:16][c:17]3[cH:18]2)[CH2:6][CH2:7]1>>[O:1]=[S:2]1(=[O:30])[CH2:3][CH2:4][N:5]([C:8](=[O:9])[c:10]2[n:11]([CH:34]([CH3:35])[CH3:36])[c:12]3[cH:13][cH:14][c:15]([C:19](=[O:20])[N:21]4[CH2:22][CH2:23][N:24]([CH:27]([CH3:28])[CH3:29])[CH2:25][CH2:26]4)[cH:16][c:17]3[cH:18]2)[CH2:6][CH2:7]1. The reactants are C(=C\C)/OC1=C(C=CC=C1)C1(CC1)CNC(CCC)=O ((trans)-N-[[(2-Propen-1-yloxyphenyl)cyclopropyl]methyl]butanamide), OC=1C=C(C=CC1)[C@H]1[C@@H](C1)CNC(CCC)=O ((trans)-N-[[2-(3 hydroxyphenyl)cyclopropyl]methyl]butanamide), [OH-].[K+] (KOH), C(C=C)I (allyl iodide). Solvent: C(C)O (ethanol), CCOCC (Et2O). Conditions: time 18 hour. Product: C(C=C)OC=1C=C(C=CC1)[C@H]1[C@@H](C1)CNC(CCC)=O ((trans)-N-[[2-[3-(2-Propenyloxy)phenyl]cyclopropyl]methyl]butanamide). The yield is 34.0%. Reaction SMILES: [CH:1](/OC1C=CC=CC=1C1(CNC(=O)CCC)CC1)=[CH:2]\[CH3:3].[OH:21][C:22]1[CH:23]=[C:24]([C@@H:28]2[CH2:30][C@H:29]2[CH2:31][NH:32][C:33](=[O:37])[CH2:34][CH2:35][CH3:36])[CH:25]=[CH:26][CH:27]=1.[OH-].[K+].C(I)C=C>C(O)C.CCOCC>[CH2:3]([O:21][C:22]1[CH:23]=[C:24]([C@@H:28]2[CH2:30][C@H:29]2[CH2:31][NH:32][C:33](=[O:37])[CH2:34][CH2:35][CH3:36])[CH:25]=[CH:26][CH:27]=1)[CH:2]=[CH2:1] |f:2.3|. Reported procedure: (trans)-N-[[(2-Propen-1-yloxyphenyl)cyclopropyl]methyl]butanamide: To a rapidly stirred solution of (trans)-N-[[2-(3 hydroxyphenyl)cyclopropyl]methyl]butanamide (0.8 g, 3.4 mmol) and KOH (210 mg, 3.74 mmol) in ethanol (15 mL) was added allyl iodide (622 mg, 3.7 mmol). After stirring for 18 h, the suspension was diluted with Et2O (100 mL), and washed with H2O, 2N NaOH, brine, dried (K2CO3), and concentrated to a give a crude residue. The resulting material was purified by chromatography (silica g... The reactants are Clc1cc2[nH]c(Br)nc2c(Br)c1Cl, CC(=O)OC1OC(C)C(OC(C)=O)C1OC(C)=O, C[Si](C)(C)OS(=O)(=O)C(F)(F)F, CC#N, CCOC(C)=O. The product is CC(=O)OC1C(C)OC(n2c(Br)nc3c(Br)c(Cl)c(Cl)cc32)C1OC(C)=O. As a reaction SMILES: [Br:1][c:2]1[n:3][c:4]2[c:5]([nH:6]1)[cH:7][c:8]([Cl:13])[c:9]([Cl:12])[c:10]2[Br:11].[C:14]([O:15][CH:18]1[CH:19]([O:20][C:21]([CH3:22])=[O:23])[CH:24]([O:25][C:26]([CH3:27])=[O:28])[CH:29]([CH3:31])[O:30]1)(=[O:16])[CH3:17].[CH3:32][Si:33]([O:34][S:35]([C:36]([F:37])([F:38])[F:39])(=[O:40])=[O:41])([CH3:42])[CH3:43].[CH3:44][C:45]#[N:46].[CH3:47][CH2:48][O:49][C:50](=[O:51])[CH3:52]>>[Br:1][c:2]1[n:3][c:4]2[c:5]([n:6]1[CH:18]1[CH:19]([O:20][C:21]([CH3:22])=[O:23])[CH:24]([O:25][C:26]([CH3:27])=[O:28])[CH:29]([CH3:31])[O:30]1)[cH:7][c:8]([Cl:13])[c:9]([Cl:12])[c:10]2[Br:11].